From a dataset of the Open Reaction Database (ORD), a public repository of structured organic reaction records. describe an organic reaction: reactants, conditions, products, and yield The reactants are C=1C=CN2C1CN(C1=C(C2)C=CC=C1)C(=O)C1=C(C=C(C(=C1)Cl)B1OC(C(O1)(C)C)(C)C)OC ((10,11-Dihydro-5H-pyrrolo[2,1-c][1,4]benzodiazepin-10-yl)-[5-chloro-2-methoxy-4-(4,4,5,5-tetramethyl-[1,3,2]dioxaborolan-2-yl)-phenyl]-methanone), FC(S(=O)(=O)OC1=CCCCC1)(F)F (cyclohex-1-en-1-yl trifluoromethanesulfonate), C([O-])([O-])=O.[Na+].[Na+] (sodium carbonate). The reagents and catalysts are C1=CC=C(C=C1)P([C-]2C=CC=C2)C3=CC=CC=C3.C1=CC=C(C=C1)P([C-]2C=CC=C2)C3=CC=CC=C3.Cl[Pd]Cl.[Fe+2] (dichloro[1,1′-bis(diphenylphosphino)ferrocene]palladium). The solvent is CN(C=O)C (N,N-dimethylformamide), C(C)(=O)OCC (ethyl acetate). Run at temperature 60 celsius. The product is ClC=1C(=CC(=C(C(=O)N2CC=3N(CC4=C2C=CC=C4)C=CC3)C1)OC)C1=CCCCC1 (10-(5-Chloro-4-cyclohex-1-en-1-yl-2-methoxybenzoyl)-10,11-dihydro-5H-pyrrolo[2,1-c][1,4]benzodiazepine). Isolated yield 70.5%. As a reaction SMILES: [CH:1]1[CH:2]=[CH:3][N:4]2[CH2:10][C:9]3[CH:11]=[CH:12][CH:13]=[CH:14][C:8]=3[N:7]([C:15]([C:17]3[CH:22]=[C:21]([Cl:23])[C:20](B4OC(C)(C)C(C)(C)O4)=[CH:19][C:18]=3[O:33][CH3:34])=[O:16])[CH2:6][C:5]=12.FC(F)(F)S(O[C:41]1[CH2:46][CH2:45][CH2:44][CH2:43][CH:42]=1)(=O)=O.C(=O)([O-])[O-].[Na+].[Na+]>CN(C)C=O.C(OCC)(=O)C.C1C=CC(P(C2C=CC=CC=2)[C-]2C=CC=C2)=CC=1.C1C=CC(P(C2C=CC=CC=2)[C-]2C=CC=C2)=CC=1.Cl[Pd]Cl.[Fe+2]>[Cl:23][C:21]1[C:20]([C:41]2[CH2:46][CH2:45][CH2:44][CH2:43][CH:42]=2)=[CH:19][C:18]([O:33][CH3:34])=[C:17]([CH:22]=1)[C:15]([N:7]1[C:8]2[CH:14]=[CH:13][CH:12]=[CH:11][C:9]=2[CH2:10][N:4]2[CH:3]=[CH:2][CH:1]=[C:5]2[CH2:6]1)=[O:16] |f:2.3.4,7.8.9.10|. Reported procedure: (10,11-Dihydro-5H-pyrrolo[2,1-c][1,4]benzodiazepin-10-yl)-[5-chloro-2-methoxy-4-(4,4,5,5-tetramethyl-[1,3,2]dioxaborolan-2-yl)-phenyl]-methanone of Step E (0.220 g, 0.459 mmol), cyclohex-1-en-1-yl trifluoromethanesulfonate (0.116 g, 0.505 mmol) and dichloro[1,1′-bis(diphenylphosphino)ferrocene]palladium (II) dichloromethane adduct (0.011 g, 0.014 mmol) were combined in N,N-dimethylformamide (2.3 mL). Aqueous sodium carbonate (2 M, 1.15 mL, 2.30 mmol) was added and the reaction was heated to 60° ... Starting materials: N(N)C1=NC=CC(=C1)C1=C(C(=CC2=CC(=C(C=C12)OCC)OC)CO)CO (1-(2-hydrazino-4-pyridyl)-2,3-bis(hydroxymethyl)-6-methoxy-7-ethoxynaphthalene), C(=O)(O)C1=C(C=CC=C1)C(=O)C=1C=NC=CC1 ((2-carboxyphenyl)-(3-pyridyl) ketone), C(CO)O (ethylene glycol), C(Cl)Cl (methylene chloride). The solvent is O (water). Yields the product Cl.N1=CC(=CC=C1)C1=NN(C(C2=CC=CC=C12)=O)C1=NC=CC(=C1)C1=C(C(=CC2=CC(=C(C=C12)OCC)OC)CO)CO (1-[2-{4-(3-pyridyl)-1(2H)-phthalazinon-2-yl}-4-pyridyl]-2,3-bis(hydroxymethyl)-6-methoxy-7-ethoxynaphthalene hydrochloride). RXN SMILES: [NH:1]([C:3]1[CH:8]=[C:7]([C:9]2[C:18]3[C:13](=[CH:14][C:15]([O:22][CH3:23])=[C:16]([O:19][CH2:20][CH3:21])[CH:17]=3)[CH:12]=[C:11]([CH2:24][OH:25])[C:10]=2[CH2:26][OH:27])[CH:6]=[CH:5][N:4]=1)[NH2:2].[C:28]([C:31]1[CH:36]=[CH:35][CH:34]=[CH:33][C:32]=1[C:37]([C:39]1[CH:40]=[N:41][CH:42]=[CH:43][CH:44]=1)=O)(O)=[O:29].C(O)CO.C(Cl)[Cl:50]>O>[ClH:50].[N:41]1[CH:42]=[CH:43][CH:44]=[C:39]([C:37]2[C:32]3[C:31](=[CH:36][CH:35]=[CH:34][CH:33]=3)[C:28](=[O:29])[N:1]([C:3]3[CH:8]=[C:7]([C:9]4[C:18]5[C:13](=[CH:14][C:15]([O:22][CH3:23])=[C:16]([O:19][CH2:20][CH3:21])[CH:17]=5)[CH:12]=[C:11]([CH2:24][OH:25])[C:10]=4[CH2:26][OH:27])[CH:6]=[CH:5][N:4]=3)[N:2]=2)[CH:40]=1 |f:5.6|. Procedure: A mixture of 1-(2-hydrazino-4-pyridyl)-2,3-bis(hydroxymethyl)-6-methoxy-7-ethoxynaphthalene (2.0 a), (2-carboxyphenyl)-(3-pyridyl) ketone (1.35 g) and ethylene glycol (5 ml) is refluxed for two hours. The mixture under refluxing is cooled to room temperature, and then thereto are added methylene chloride and water. The methylene chloride layer is separated, washed, dried, concentrated under reduced pressure to remove the solvent, and crystallized from chloroform. The precipitated crystals are di... Starting materials: CC(=O)[O-], CC(=O)[O-], CC(=O)[O-], CCOC(C)=O, Cc1ccccc1, CCCc1c(Cc2ccc(-c3ccccc3C#N)c(F)c2)c(=O)n(C2CCC(O)CC2)c2ccnn12, CCOC(=O)C=[N+]=[N-], O, [Rh+3]. Yields the product CCCc1c(Cc2ccc(-c3ccccc3C#N)c(F)c2)c(=O)n(C2CCC(OCC(=O)OCC)CC2)c2ccnn12. Reaction SMILES: [C:59]([O-:60])(=[O:61])[CH3:62].[C:64]([O-:65])(=[O:66])[CH3:67].[C:68]([O-:69])(=[O:70])[CH3:71].[CH3:45][CH2:46][O:47][C:48](=[O:49])[CH3:50].[CH3:52][c:53]1[cH:54][cH:55][cH:56][cH:57][cH:58]1.[F:1][c:2]1[c:3](-[c:29]2[c:30]([C:35]#[N:36])[cH:31][cH:32][cH:33][cH:34]2)[cH:4][cH:5][c:6]([CH2:8][c:9]2[c:10](=[O:28])[n:11]([CH:21]3[CH2:22][CH2:23][CH:24]([OH:27])[CH2:25][CH2:26]3)[c:12]3[n:13]([c:14]2[CH2:15][CH2:16][CH3:17])[n:18][cH:19][cH:20]3)[cH:7]1.[N+:37](=[N-:38])=[CH:39][C:40](=[O:41])[O:42][CH2:43][CH3:44].[OH2:51].[Rh+3:63]>>[F:1][c:2]1[c:3](-[c:29]2[c:30]([C:35]#[N:36])[cH:31][cH:32][cH:33][cH:34]2)[cH:4][cH:5][c:6]([CH2:8][c:9]2[c:10](=[O:28])[n:11]([CH:21]3[CH2:22][CH2:23][CH:24]([O:27][CH2:39][C:40](=[O:41])[O:42][CH2:43][CH3:44])[CH2:25][CH2:26]3)[c:12]3[n:13]([c:14]2[CH2:15][CH2:16][CH3:17])[n:18][cH:19][cH:20]3)[cH:7]1.